Task: describe an organic reaction: reactants, conditions, products, and yield. Dataset: the Open Reaction Database (ORD), a public repository of structured organic reaction records The reactants are CC=1C=CC=2N(C1)C=C(N2)C(=O)C2=CC=CC=C2 ((6-methylimidazo[1,2-a]pyridin-2-yl)phenylmethanone), C(C)OCC (diethyl ether), solution, Cl (hydrogen chloride). Solvent: C(C)O (ethanol), O1CCOCC1 (dioxane). Yields the product Cl.CC=1C=CC=2N(C1)C=C(N2)C(=O)C2=CC=CC=C2 ((6-methylimidazo[1,2-a]pyridin-2-yl)phenylmethanone hydrochloride). As a reaction SMILES: [CH3:1][C:2]1[CH:3]=[CH:4][C:5]2[N:6]([CH:8]=[C:9]([C:11]([C:13]3[CH:18]=[CH:17][CH:16]=[CH:15][CH:14]=3)=[O:12])[N:10]=2)[CH:7]=1.[ClH:19].C(OCC)C>C(O)C.O1CCOCC1>[ClH:19].[CH3:1][C:2]1[CH:3]=[CH:4][C:5]2[N:6]([CH:8]=[C:9]([C:11]([C:13]3[CH:18]=[CH:17][CH:16]=[CH:15][CH:14]=3)=[O:12])[N:10]=2)[CH:7]=1 |f:5.6|. Procedure details: 120 mg of (6-methylimidazo[1,2-a]pyridin-2-yl)phenylmethanone are taken up in 2 mL of ethanol and the solution is treated with 1.5 mL of a 4N solution of hydrogen chloride in dioxane and then with 2 mL of diethyl ether. The crystals obtained are filtered off and washed with diethyl ether, and then dried. 77 mg of (6-methylimidazo[1,2-a]pyridin-2-yl)phenylmethanone hydrochloride (1:1) are obtained in the form of a beige-colored solid. The reactants are ClCCl, COc1cc(C=O)cc(C=O)c1O, BrP(Br)Br. The product is O=Cc1cc(O)c(O)c(C=O)c1. RXN SMILES: [Cl:18][CH2:19][Cl:20].[OH:1][c:2]1[c:3]([CH:12]=[O:13])[cH:4][c:5]([CH:6]=[O:7])[cH:8][c:9]1[O:10][CH3:11].[P:14]([Br:15])([Br:16])[Br:17]>>[OH:1][c:2]1[c:3]([CH:12]=[O:13])[cH:4][c:5]([CH:6]=[O:7])[cH:8][c:9]1[OH:10]. Reactants: C(C1=CC=CC=C1)OC(=O)N[C@@H](C(C)C)C(=O)N[C@@H](C)C(=O)NC(CC(=O)[O-])C(=O)C=1OC2=C(N1)C=CC=C2 (N-(N-Benzyloxycarbonyl-(S)-valinyl-(S)-alaninyl)-3-amino-4-(2-benzoxazolyl)-4-oxobutanoate), N#N (N2), C(C1=CC=CC=C1)OC(=O)N[C@@H](C(C)C)C(=O)N[C@@H](C)C(=O)NC(CC(=O)OC(C)(C)C)C(=O)C=1OC2=C(N1)C=CC=C2 (t-Butyl N-(N-benzyloxycarbonyl-(S)-valinyl-(S)-alaninyl)-3-amino-4-(2-benzoxazolyl)-4-oxobutanoate), FC(C(=O)O)(F)F (trifluoroacetic acid). Solvent: C(Cl)Cl.CO (methylene chloride methanol), CCOCC (ether), C(Cl)Cl (methylene chloride). The product is C(C1=CC=CC=C1)OC(=O)N[C@@H](C(C)C)C(=O)N[C@@H](C)C(=O)N[C@@H](CC(=O)OC(C)(C)C)C(O)C=1OC2=C(N1)C=CC=C2 ((3S, 4RS) t-Butyl N-(N-benzyloxycarbonyl-(S)-valinyl-(S)-alaninyl)-3-amino-4-(2-benzoxazolyl)-4-hydroxybutanoate). Isolated yield 62.8%. RXN SMILES: C(OC(N[C@H](C(N[C@H](C(NC(C(C1OC2C=CC=CC=2N=1)=O)CC([O-])=O)=O)C)=O)C(C)C)=O)C1C=CC=CC=1.[CH2:40]([O:47][C:48]([NH:50][C@H:51]([C:55]([NH:57][C@H:58]([C:60]([NH:62][CH:63]([C:72]([C:74]1[O:75][C:76]2[CH:82]=[CH:81][CH:80]=[CH:79][C:77]=2[N:78]=1)=[O:73])[CH2:64][C:65]([O:67][C:68]([CH3:71])([CH3:70])[CH3:69])=[O:66])=[O:61])[CH3:59])=[O:56])[CH:52]([CH3:54])[CH3:53])=[O:49])[C:41]1[CH:46]=[CH:45][CH:44]=[CH:43][CH:42]=1.FC(F)(F)C(O)=O.N#N>CCOCC.C(Cl)Cl.CO.C(Cl)Cl>[CH2:40]([O:47][C:48]([NH:50][C@H:51]([C:55]([NH:57][C@H:58]([C:60]([NH:62][C@H:63]([CH:72]([C:74]1[O:75][C:76]2[CH:82]=[CH:81][CH:80]=[CH:79][C:77]=2[N:78]=1)[OH:73])[CH2:64][C:65]([O:67][C:68]([CH3:69])([CH3:71])[CH3:70])=[O:66])=[O:61])[CH3:59])=[O:56])[CH:52]([CH3:54])[CH3:53])=[O:49])[C:41]1[CH:46]=[CH:45][CH:44]=[CH:43][CH:42]=1 |f:5.6|. Procedure details: N-(N-Benzyloxycarbonyl-(S)-valinyl-(S)-alaninyl)-3-amino-4-(2-benzoxazolyl)-4-oxobutanoate (63; Q). A solution of the ester 62 (95.0 mg, 0.16 mmol) in a 1:1 mixture of methylene chloride and trifluoroacetic acid (10.0 ml) was stirred for 1 h under a dry atmosphere of N2. The solution was then reduced in vacuo, taken up in ether and reduced again. This process was repeated six times to afford the crude product as an off white solid. Flash chromatography (95:5 methylene chloride/methanol) gave 60.... RXN SMILES: [CH2:13]([N:14]([CH2:15][CH3:16])[c:17]1[cH:18][cH:19][cH:20][cH:21][cH:22]1)[CH3:23].[F:1][c:2]1[cH:3][c:4]2[c:5]([n:6]([CH3:10])[c:7](=[O:9])[nH:8]2)[cH:11][cH:12]1.[OH2:24].[P:25]([Cl:26])([Cl:27])([Cl:28])=[O:29]>>[F:1][c:2]1[cH:3][c:4]2[c:5]([n:6]([CH3:10])[c:7]([Cl:27])[n:8]2)[cH:11][cH:12]1. Product: Cn1c(Cl)nc2cc(F)ccc21. Reactants: CCN(CC)c1ccccc1, Cn1c(=O)[nH]c2cc(F)ccc21, O, O=P(Cl)(Cl)Cl. The reactants are C(C)(C)(C)[Si](OCCOC=1C(=CC(=C(C1)NC(=O)C=1[C@@H](NC(N(C1)C)=O)C1=CC=C(C=C1)F)C)Cl)(C)C ((S)-4-(4-fluoro-phenyl)-1-methyl-2-oxo-1,2,3,4-tetrahydro-pyrimidine-5-carboxylic acid{5-[2-(tert-butyl-dimethyl-silanyloxy)-ethoxy]-4-chloro-2-methyl-phenyl}-amide). Run in C1CCOC1 (THF), O (water), CC(=O)O (HOAc), O (water). Reaction conditions: time 18 hour. Yields the product ClC1=CC(=C(C=C1OCCO)NC(=O)C=1[C@@H](NC(N(C1)C)=O)C1=CC=C(C=C1)F)C ((S)-4-(4-Fluoro-phenyl)-1-methyl-2-oxo-1,2,3,4-tetrahydro-pyrimidine-5-carboxylic acid[4-chloro-5-(2-hydroxy-ethoxy)-2-methyl-phenyl]-amide). As a reaction SMILES: C([Si](C)(C)[O:6][CH2:7][CH2:8][O:9][C:10]1[C:11]([Cl:35])=[CH:12][C:13]([CH3:34])=[C:14]([NH:16][C:17]([C:19]2[C@H:20]([C:27]3[CH:32]=[CH:31][C:30]([F:33])=[CH:29][CH:28]=3)[NH:21][C:22](=[O:26])[N:23]([CH3:25])[CH:24]=2)=[O:18])[CH:15]=1)(C)(C)C>C1COCC1.O.CC(O)=O>[Cl:35][C:11]1[C:10]([O:9][CH2:8][CH2:7][OH:6])=[CH:15][C:14]([NH:16][C:17]([C:19]2[C@H:20]([C:27]3[CH:28]=[CH:29][C:30]([F:33])=[CH:31][CH:32]=3)[NH:21][C:22](=[O:26])[N:23]([CH3:25])[CH:24]=2)=[O:18])=[C:13]([CH3:34])[CH:12]=1. Procedure: The (S)-4-(4-Fluoro-phenyl)-1-methyl-2-oxo-1,2,3,4-tetrahydro-pyrimidine-5-carboxylic acid{5-[2-(tert-butyl-dimethyl-silanyloxy)-ethoxy]-4-chloro-2-methyl-phenyl}-amide from step 1 was dissolved in a mixture of 1 ml THF, 1 mL water, and 3 ml HOAc. This solution was stirred at room temperature for 18 hours, then diluted with water and extracted with ethyl acetate. The combined ethyl acetate layers were dried over Na2SO4, filtered and the solvent removed in vacuo. The residue was chromatographed i...